From a dataset of the Open Reaction Database (ORD), a public repository of structured organic reaction records. describe an organic reaction: reactants, conditions, products, and yield Starting materials: CC#N, O=C=NS(=O)(=O)Cl, O=C1Nc2ccc(Cl)cc2C1C(=O)c1cccs1. Yields the product O=C(c1cccs1)C1C(=O)N(C(=O)NS(=O)(=O)Cl)c2ccc(Cl)cc21. RXN SMILES: [CH3:26][C:27]#[N:28].[Cl:19][S:20](=[O:21])(=[O:22])[N:23]=[C:24]=[O:25].[c:1]1([C:6](=[O:7])[CH:8]2[C:9](=[O:18])[NH:10][c:11]3[cH:12][cH:13][c:14]([Cl:17])[cH:15][c:16]32)[cH:2][cH:3][cH:4][s:5]1>>[c:1]1([C:6](=[O:7])[CH:8]2[C:9](=[O:18])[N:10]([C:24]([NH:23][S:20]([Cl:19])(=[O:21])=[O:22])=[O:25])[c:11]3[cH:12][cH:13][c:14]([Cl:17])[cH:15][c:16]32)[cH:2][cH:3][cH:4][s:5]1. The reactants are CC(C(CC1=C(C=CC=C1)[N+](=O)[O-])O)(C)C (3,3-dimethyl-1-(2-nitrophenyl)butan-2-ol), S(=O)(Cl)Cl (thionyl chloride). The solvent is C1(=CC=CC=C1)C (toluene). Product: CC(C=CC1=C(C=CC=C1)[N+](=O)[O-])(C)C (1-[3,3-Dimethylbut-1-en-1-yl]-2-nitrobenzene). RXN SMILES: [CH3:1][C:2]([CH3:16])([CH3:15])[CH:3](O)[CH2:4][C:5]1[CH:10]=[CH:9][CH:8]=[CH:7][C:6]=1[N+:11]([O-:13])=[O:12].S(Cl)(Cl)=O>C1(C)C=CC=CC=1>[CH3:1][C:2]([CH3:16])([CH3:15])[CH:3]=[CH:4][C:5]1[CH:10]=[CH:9][CH:8]=[CH:7][C:6]=1[N+:11]([O-:13])=[O:12]. Reported procedure: To 40 g (179 mmol) of 3,3-dimethyl-1-(2-nitrophenyl)butan-2-ol in 400 ml of toluene at room temperature are added 23.44 g (197 mmol) of thionyl chloride, and the mixture is boiled under reflux for 2 h. After washing with 100 ml of saturated sodium bicarbonate solution and distilling the organic phase at 116° C./12 mbar, 20 g (48% of theory) of 1-[(1E)-3,3-dimethylbut-1-en-1-yl]-2-nitrobenzene are obtained. Starting materials: CC(C)(C)NC(=O)C1CC2CCCCC2CN1, O=C1NC(Cc2ccccc2)C(COS(=O)(=O)c2ccc([N+](=O)[O-])cc2)O1, CC(=O)CC(C)C, Cl, [Na+], [Na+], O=C([O-])[O-]. Reaction SMILES: [C:28]([CH3:29])([CH3:30])([CH3:31])[NH:32][C:33](=[O:34])[CH:35]1[NH:36][CH2:37][CH:38]2[CH2:39][CH2:40][CH2:41][CH2:42][CH:43]2[CH2:44]1.[CH2:1]([c:2]1[cH:3][cH:4][cH:5][cH:6][cH:7]1)[CH:8]1[NH:9][C:10](=[O:27])[O:11][CH:12]1[CH2:13][O:14][S:15](=[O:16])(=[O:17])[c:18]1[cH:19][cH:20][c:21]([N+:24](=[O:25])[O-:26])[cH:22][cH:23]1.[CH3:51][CH:52]([CH3:53])[CH2:54][C:55](=[O:56])[CH3:57].[ClH:58].[Na+:45].[Na+:46].[O-:47][C:48](=[O:49])[O-:50]>>[CH2:1]([c:2]1[cH:3][cH:4][cH:5][cH:6][cH:7]1)[CH:8]1[NH:9][C:10](=[O:27])[O:11][CH:12]1[CH2:13][N:36]1[CH:35]([C:33]([NH:32][C:28]([CH3:29])([CH3:30])[CH3:31])=[O:34])[CH2:44][CH:43]2[CH:38]([CH2:37]1)[CH2:39][CH2:40][CH2:41][CH2:42]2.[O:14]=[S:15](=[O:16])([OH:17])[c:18]1[cH:19][cH:20][c:21]([N+:24](=[O:25])[O-:26])[cH:22][cH:23]1. Yields the product CC(C)(C)NC(=O)C1CC2CCCCC2CN1CC1OC(=O)NC1Cc1ccccc1, O=[N+]([O-])c1ccc(S(=O)(=O)O)cc1. Isolated yield 28.0%. Procedure details: A suspension of (trans-4-((6-bromo-3-(cyclopropanecarbonyl)quinolin-4-yl)amino)cyclohexyl)methyl methanesulfonate (175 mg, 0.36 mmol) in methylamine (2.0 M solution in THF, 4.0 mL, 8.0 mmol) in a sealed vessel was heated under microwave irradiation conditions to 120° C. for 2 h. The solution was cooled to room temperature and concentrated. The resultant residue was purified by preparative HPLC (C18 silica, 10-90% methanol/water with 0.05% TFA). The residue was eluted through an ion-exchange colu... Conditions: temperature 120 celsius. The reactants are CS(=O)(=O)OC[C@@H]1CC[C@H](CC1)NC1=C(C=NC2=CC=C(C=C12)Br)C(=O)C1CC1 ((trans-4-((6-bromo-3-(cyclopropanecarbonyl)quinolin-4-yl)amino)cyclohexyl)methyl methanesulfonate), CN (methylamine). Reaction SMILES: CS(O[CH2:6][C@H:7]1[CH2:12][CH2:11][C@H:10]([NH:13][C:14]2[C:23]3[C:18](=[CH:19][CH:20]=[C:21]([Br:24])[CH:22]=3)[N:17]=[CH:16][C:15]=2[C:25]([CH:27]2[CH2:29][CH2:28]2)=[O:26])[CH2:9][CH2:8]1)(=O)=O.[CH3:30][NH2:31]>>[Br:24][C:21]1[CH:22]=[C:23]2[C:18](=[CH:19][CH:20]=1)[N:17]=[CH:16][C:15]([C:25]([CH:27]1[CH2:28][CH2:29]1)=[O:26])=[C:14]2[NH:13][C@H:10]1[CH2:11][CH2:12][C@H:7]([CH2:6][NH:31][CH3:30])[CH2:8][CH2:9]1. The product is BrC=1C=C2C(=C(C=NC2=CC1)C(=O)C1CC1)N[C@@H]1CC[C@H](CC1)CNC ((6-bromo-4-((trans-4-((methylamino)methyl)cyclohexyl)amino)quinolin-3-yl)(cyclopropyl)methanone). The reactants are CCCCCC(=O)Cl, CN1CCOCC1, CCCCCC, Cc1ccccc1, ClCCl, Cl, COC(=O)c1ccc(Cc2cn(C)c3ccc(N)cc23)c(OC)c1. The product is CCCCCC(=O)Nc1ccc2c(c1)c(Cc1ccc(C(=O)OC)cc1OC)cn2C. RXN SMILES: [C:1]([CH2:2][CH2:3][CH2:4][CH2:5][CH3:6])(=[O:7])[Cl:8].[CH3:33][N:34]1[CH2:35][CH2:36][O:37][CH2:38][CH2:39]1.[CH3:44][CH2:45][CH2:46][CH2:47][CH2:48][CH3:49].[CH3:50][c:51]1[cH:52][cH:53][cH:54][cH:55][cH:56]1.[Cl:41][CH2:42][Cl:43].[ClH:40].[NH2:9][c:10]1[cH:11][c:12]2[c:13]([CH2:20][c:21]3[c:22]([O:31][CH3:32])[cH:23][c:24]([C:25](=[O:26])[O:27][CH3:28])[cH:29][cH:30]3)[cH:14][n:15]([CH3:19])[c:16]2[cH:17][cH:18]1>>[C:1]([CH2:2][CH2:3][CH2:4][CH2:5][CH3:6])(=[O:7])[NH:9][c:10]1[cH:11][c:12]2[c:13]([CH2:20][c:21]3[c:22]([O:31][CH3:32])[cH:23][c:24]([C:25](=[O:26])[O:27][CH3:28])[cH:29][cH:30]3)[cH:14][n:15]([CH3:19])[c:16]2[cH:17][cH:18]1.